From a dataset of the Open Reaction Database (ORD), a public repository of structured organic reaction records. describe an organic reaction: reactants, conditions, products, and yield Reactants: [BH4-].[Na+] (Sodium borohydride), OC1=C(C=C2CCC(C2=C1)CC=1N=CNC1)C=O (6-hydroxy-1-(1H-imidazol-4-ylmethyl)-indan-5-carbaldehyde), O (water). The solvent is C(C)O (ethanol). Reaction conditions: time 1 hour. The product is OCC1=C(C=C2C(CCC2=C1)CC=1N=CNC1)O (6-Hydroxymethyl-3-(1H-imidazol-4-ylmethyl)-indan-5-ol). RXN SMILES: [BH4-].[Na+].[OH:3][C:4]1[CH:12]=[C:11]2[C:7]([CH2:8][CH2:9][CH:10]2[CH2:13][C:14]2[N:15]=[CH:16][NH:17][CH:18]=2)=[CH:6][C:5]=1[CH:19]=[O:20].O>C(O)C>[OH:20][CH2:19][C:5]1[CH:6]=[C:7]2[C:11]([CH:10]([CH2:13][C:14]3[N:15]=[CH:16][NH:17][CH:18]=3)[CH2:9][CH2:8]2)=[CH:12][C:4]=1[OH:3] |f:0.1|. Procedure details: Sodium borohydride (8 mg) is added into a solution of 6-hydroxy-1-(1H-imidazol-4-ylmethyl)-indan-5-carbaldehyde (44 mg) in ethanol (6 ml). The mixture is stirred at room temperature for one hour and then poured into water. The product is extracted into ethyl acetate which is washed with water, dried with sodium sulfate and evaporated to dryness. The crude product is purified by flash chromatography using methylene chloride-methanol as eluent and crystallized from ethyl acetate.